Dataset: the Open Reaction Database (ORD), a public repository of structured organic reaction records. Task: describe an organic reaction: reactants, conditions, products, and yield The reactants are [Al+3], CCOC(C)=O, CN(C)C(=O)C1CCc2[nH]c(=O)n3cc(-c4ccccc4F)nc3c2C1, Cl, [H-], [H-], [H-], [H-], [Li+], O=C1CCCO1. Yields the product CN(C)CC1CCc2[nH]c(=O)n3cc(-c4ccccc4F)nc3c2C1, Cl. RXN SMILES: [Al+3:34].[CH3:40][CH2:41][O:42][C:43](=[O:44])[CH3:45].[CH3:7][N:8]([C:9](=[O:10])[CH:11]1[CH2:12][c:13]2[c:14]3[n:15]([c:16](=[O:21])[nH:17][c:18]2[CH2:19][CH2:20]1)[cH:22][c:23](-[c:25]1[c:26]([F:31])[cH:27][cH:28][cH:29][cH:30]1)[n:24]3)[CH3:32].[ClH:39].[H-:33].[H-:36].[H-:37].[H-:38].[Li+:35].[O:1]1[CH2:2][CH2:3][CH2:4][C:5]1=[O:6]>>[CH3:7][N:8]([CH2:9][CH:11]1[CH2:12][c:13]2[c:14]3[n:15]([c:16](=[O:21])[nH:17][c:18]2[CH2:19][CH2:20]1)[cH:22][c:23](-[c:25]1[c:26]([F:31])[cH:27][cH:28][cH:29][cH:30]1)[n:24]3)[CH3:32].[ClH:39]. The reactants are C(C)OC(=O)C=1C=C2CC(C(NC2=CC1)C1=CC(=CC=C1)N)(C)C (2-(3-amino-phenyl)-3,3-dimethyl-1,2,3,4-tetrahydro-quinoline-6-carboxylic acid ethyl ester), N1=CC=CC=C1 (pyridine), N1(CCCCC1)C(=O)Cl (piperidine-1-carbonyl chloride). The solvent is ClCCl (dichloromethane), ClCCl (dichloromethane). Reaction conditions: temperature 25 celsius, time 5 hour. Yields the product C(C)OC(=O)C=1C=C2CC(C(NC2=CC1)C1=CC(=CC=C1)NC(=O)N1CCCCC1)(C)C (3,3-dimethyl-2-{3-[(piperidine-1-carbonyl)-amino]-phenyl}-1,2,3,4-tetrahydro-quinoline-6-carboxylic acid ethyl ester). The yield is 99.9%. Reaction SMILES: [CH2:1]([O:3][C:4]([C:6]1[CH:7]=[C:8]2[C:13](=[CH:14][CH:15]=1)[NH:12][CH:11]([C:16]1[CH:21]=[CH:20][CH:19]=[C:18]([NH2:22])[CH:17]=1)[C:10]([CH3:24])([CH3:23])[CH2:9]2)=[O:5])[CH3:2].N1C=CC=CC=1.[N:31]1([C:37](Cl)=[O:38])[CH2:36][CH2:35][CH2:34][CH2:33][CH2:32]1>ClCCl>[CH2:1]([O:3][C:4]([C:6]1[CH:7]=[C:8]2[C:13](=[CH:14][CH:15]=1)[NH:12][CH:11]([C:16]1[CH:21]=[CH:20][CH:19]=[C:18]([NH:22][C:37]([N:31]3[CH2:36][CH2:35][CH2:34][CH2:33][CH2:32]3)=[O:38])[CH:17]=1)[C:10]([CH3:23])([CH3:24])[CH2:9]2)=[O:5])[CH3:2]. Procedure details: To a solution of 2-(3-amino-phenyl)-3,3-dimethyl-1,2,3,4-tetrahydro-quinoline-6-carboxylic acid ethyl ester (648 mg, 2 mmol) in dichloromethane (5 mL) and pyridine (1 mL, 12 mmol) was added a solution of piperidine-1-carbonyl chloride (0.275 mL, 2.2 mmol) in dichloromethane (2 mL) dropwise at 0° C. The reaction mixture was stirred at 25° C. for 5 h. Then the reaction mixture was extracted with dichloromethane (2×50 mL), washed with water, dried over anhydrous sodium sulfate and concentrated in v... The reactants are CCc1ccc(OB([O-])[O-])cc1CC, CN1CCC(C(=O)Nc2ccc(CN(C)C3CCOCC3)cc2)=Cc2cc(Br)ccc21, O=C([O-])[O-], CCO, CCOC(C)=O, [K+], [K+], O, Cc1ccccc1. Product: CCc1ccc(-c2ccc3c(c2)C=C(C(=O)Nc2ccc(CN(C)C4CCOCC4)cc2)CCN3C)cc1CC. RXN SMILES: [B:1]([O-:2])([O-:13])[O:14][c:3]1[cH:4][c:5]([CH2:11][CH3:12])[c:6]([CH2:9][CH3:10])[cH:7][cH:8]1.[Br:15][c:16]1[cH:17][cH:18][c:19]2[c:20]([cH:45]1)[CH:21]=[C:22]([C:27](=[O:28])[NH:29][c:30]1[cH:31][cH:32][c:33]([CH2:36][N:37]([CH:38]3[CH2:39][CH2:40][O:41][CH2:42][CH2:43]3)[CH3:44])[cH:34][cH:35]1)[CH2:23][CH2:24][N:25]2[CH3:26].[C:46](=[O:47])([O-:48])[O-:49].[CH2:59]([OH:60])[CH3:61].[CH3:63][CH2:64][O:65][C:66](=[O:67])[CH3:68].[K+:50].[K+:51].[OH2:62].[c:52]1([CH3:53])[cH:54][cH:55][cH:56][cH:57][cH:58]1>>[c:3]1(-[c:16]2[cH:17][cH:18][c:19]3[c:20]([cH:45]2)[CH:21]=[C:22]([C:27](=[O:28])[NH:29][c:30]2[cH:31][cH:32][c:33]([CH2:36][N:37]([CH:38]4[CH2:39][CH2:40][O:41][CH2:42][CH2:43]4)[CH3:44])[cH:34][cH:35]2)[CH2:23][CH2:24][N:25]3[CH3:26])[cH:4][c:5]([CH2:11][CH3:12])[c:6]([CH2:9][CH3:10])[cH:7][cH:8]1. Starting materials: FC1=NC=CC=C1[N+](=O)[O-] (2-fluoro-3-nitropyridine), C1(CCC(CC1)O)O (1,4-cyclohexanediol). Product: [N+](=O)([O-])C=1C(=NC=CC1)OC1CCC(CC1)O (4-(3-Nitro-pyridin-2-yloxy)-cyclohexanol). Reaction SMILES: F[C:2]1[C:7]([N+:8]([O-:10])=[O:9])=[CH:6][CH:5]=[CH:4][N:3]=1.[CH:11]1([OH:18])[CH2:16][CH2:15][CH:14]([OH:17])[CH2:13][CH2:12]1>>[N+:8]([C:7]1[C:2]([O:17][CH:14]2[CH2:15][CH2:16][CH:11]([OH:18])[CH2:12][CH2:13]2)=[N:3][CH:4]=[CH:5][CH:6]=1)([O-:10])=[O:9]. Procedure: Prepared analogously to III.1 from 3.6 g 2-fluoro-3-nitropyridine and 2.9 g 1,4-cyclohexanediol The reactants are BrCC1=C(C(N=C(N1)C=1SC=CN1)C1=C(C=C(C=C1)Cl)Cl)C(=O)OCC (Ethyl 6-(bromomethyl)-4-(2,4-dichlorophenyl)-2-(thiazol-2-yl)-1,4-dihydropyrimidine-5-carboxylate), N1CC(OCC1)CCC(=O)O (3-(morpholin-2-yl)propanoic acid). The product is ClC1=C(C=CC(=C1)Cl)C1C(=C(NC(=N1)C=1SC=CN1)CN1CC(OCC1)CCC(=O)O)C(=O)OCC (3-(4-((6-(2,4-dichlorophenyl)-5-(ethoxycarbonyl)-2-(thiazol-2-yl)-3,6-dihydropyrimidin-4-yl)methyl)morpholin-2-yl)propanoic acid). Yield: 45.2%. As a reaction SMILES: Br[CH2:2][C:3]1[NH:8][C:7]([C:9]2[S:10][CH:11]=[CH:12][N:13]=2)=[N:6][CH:5]([C:14]2[CH:19]=[CH:18][C:17]([Cl:20])=[CH:16][C:15]=2[Cl:21])[C:4]=1[C:22]([O:24][CH2:25][CH3:26])=[O:23].[NH:27]1[CH2:32][CH2:31][O:30][CH:29]([CH2:33][CH2:34][C:35]([OH:37])=[O:36])[CH2:28]1>>[Cl:21][C:15]1[CH:16]=[C:17]([Cl:20])[CH:18]=[CH:19][C:14]=1[CH:5]1[N:6]=[C:7]([C:9]2[S:10][CH:11]=[CH:12][N:13]=2)[NH:8][C:3]([CH2:2][N:27]2[CH2:32][CH2:31][O:30][CH:29]([CH2:33][CH2:34][C:35]([OH:37])=[O:36])[CH2:28]2)=[C:4]1[C:22]([O:24][CH2:25][CH3:26])=[O:23]. Procedure details: Ethyl 6-(bromomethyl)-4-(2,4-dichlorophenyl)-2-(thiazol-2-yl)-1,4-dihydropyrimidine-5-carboxylate (0.67 g, 1.4 mmol) was reacted with 3-(morpholin-2-yl)propanoic acid (0.22 g, 1.4 mmol) according to the procedure as described in Example 28 to give the title compound as a yellow solid (0.35 g, 45%). The compound was characterized by the following spectroscopic data: Starting materials: C(C1=CC=CC=C1)O (benzyl alcohol), C(C=C)(=O)OC (methyl acrylate), [OH-].[K+] (KOH). The solvent is Cl (HCl). Run at time 20 minute. Product: C(C1=CC=CC=C1)OCCC(=O)O (3-benzyloxypropionic acid). RXN SMILES: [CH2:1]([OH:8])[C:2]1[CH:7]=[CH:6][CH:5]=[CH:4][CH:3]=1.[C:9]([O:13]C)(=[O:12])[CH:10]=[CH2:11].[OH-].[K+]>Cl>[CH2:1]([O:8][CH2:11][CH2:10][C:9]([OH:13])=[O:12])[C:2]1[CH:7]=[CH:6][CH:5]=[CH:4][CH:3]=1 |f:2.3|. Reported procedure: A mixture of benzyl alcohol (84 ml) and methyl acrylate (80.6 ml) is then added drop by drop to the stirred solution over a period of 20-30 minutes, and stirring is continued for additional 20 minutes. Once the reaction, which is monitored by gas chromatography, is completed, 4N KOH (500 ml) is added and the mixture is stirred at room temperature for 2 hours. Then, 8% HCl (420 ml) is added keeping the temperature at about 20°-25° C. and the mixture is extracted with methylene chloride (200 ml pl... The reactants are Cl (hydrochloride), C(Cl)(Cl)Cl (chloroform), CO (methanol), Cl (hydrogen chloride), ClC=1C=CC2=C(N(C(S2)=O)CC(=O)N2CCN(CC2)N=O)C1 (5-Chloro-3-[(4-nitroso-1-piperazinyl)carbonylmethyl]-2-benzothiazolinone). The reagents and catalysts are [Zn] (zinc). Solvent: CCOCC (ether), O (water), C(C)(=O)O (acetic acid). Run at time 2 hour. Product: Cl.ClC=1C=CC2=C(N(C(S2)=O)CC(=O)N2CCN(CC2)N)C1 (5-chloro-3-[(4-amino-1-piperazinyl)carbonylmethyl]-2-benzothiazolinone hydrochloride). Isolated yield 82.2%. As a reaction SMILES: [Cl:1][C:2]1[CH:3]=[CH:4][C:5]2[S:9][C:8](=[O:10])[N:7]([CH2:11][C:12]([N:14]3[CH2:19][CH2:18][N:17]([N:20]=O)[CH2:16][CH2:15]3)=[O:13])[C:6]=2[CH:22]=1.C(Cl)(Cl)Cl.CO.Cl>O.C(O)(=O)C.CCOCC.[Zn]>[ClH:1].[Cl:1][C:2]1[CH:3]=[CH:4][C:5]2[S:9][C:8](=[O:10])[N:7]([CH2:11][C:12]([N:14]3[CH2:15][CH2:16][N:17]([NH2:20])[CH2:18][CH2:19]3)=[O:13])[C:6]=2[CH:22]=1 |f:8.9|. Procedure: 5-Chloro-3-[(4-nitroso-1-piperazinyl)carbonylmethyl]-2-benzothiazolinone (9.2 g) was dissolved in a mixture of water (120 ml) and acetic acid (400 ml). To the solution stirred at room temperature zinc dust (12.0 g) was added over 3 hours. The mixture was stirred for additional 2 hours at room temperature. The zinc dust unused in the reaction was filtered and washed once with acetic acid. The filtrate and the washing were combined and evaporated to dryness. Chloroform (200 ml) was added to the re... The reactants are Cc1ccccc1, O=C(Cc1ccc(F)cc1)N=C=S, COCCN(Cc1ccc(-c2cc3nccc(Oc4ccc(N)cc4F)c3s2)nc1)C(=O)OC(C)(C)C. Yields the product COCCN(Cc1ccc(-c2cc3nccc(Oc4ccc(NC(=S)NC(=O)Cc5ccc(F)cc5)cc4F)c3s2)nc1)C(=O)OC(C)(C)C. As a reaction SMILES: [CH3:51][c:52]1[cH:53][cH:54][cH:55][cH:56][cH:57]1.[F:1][c:2]1[cH:3][cH:4][c:5]([CH2:8][C:9](=[O:10])[N:11]=[C:12]=[S:13])[cH:6][cH:7]1.[NH2:14][c:15]1[cH:16][c:17]([F:50])[c:18]([O:19][c:20]2[c:21]3[c:22]([n:23][cH:24][cH:25]2)[cH:26][c:27](-[c:29]2[cH:30][cH:31][c:32]([CH2:35][N:36]([C:37]([O:38][C:39]([CH3:40])([CH3:41])[CH3:42])=[O:43])[CH2:44][CH2:45][O:46][CH3:47])[cH:33][n:34]2)[s:28]3)[cH:48][cH:49]1>>[F:1][c:2]1[cH:3][cH:4][c:5]([CH2:8][C:9](=[O:10])[NH:11][C:12](=[S:13])[NH:14][c:15]2[cH:16][c:17]([F:50])[c:18]([O:19][c:20]3[c:21]4[c:22]([n:23][cH:24][cH:25]3)[cH:26][c:27](-[c:29]3[cH:30][cH:31][c:32]([CH2:35][N:36]([C:37]([O:38][C:39]([CH3:40])([CH3:41])[CH3:42])=[O:43])[CH2:44][CH2:45][O:46][CH3:47])[cH:33][n:34]3)[s:28]4)[cH:48][cH:49]2)[cH:6][cH:7]1. The reactants are C(CCC)[Sn](C(=C)OCC)(CCCC)CCCC (tributyl-(1-ethoxy-vinyl)-stannane), O (Water), ClC=1C=CC=2N(N1)C(=CN2)C(C)(O)C=2C=C1C=CC=NC1=CC2F (1-(6-chloroimidazo[1,2-b]pyridazin-3-yl)-1-(7-fluoroquinolin-6-yl)ethanol), Cl (HCl). The reagents and catalysts are [Pd].C1(=CC=CC=C1)P(C1=CC=CC=C1)C1=CC=CC=C1.C1(=CC=CC=C1)P(C1=CC=CC=C1)C1=CC=CC=C1.C1(=CC=CC=C1)P(C1=CC=CC=C1)C1=CC=CC=C1.C1(=CC=CC=C1)P(C1=CC=CC=C1)C1=CC=CC=C1 (tetrakis-(triphenylphosphine)-palladium). The solvent is CN(C)C=O (DMF). Run at temperature 100 celsius, time 8 hour. The product is FC1=C(C=C2C=CC=NC2=C1)C(C)(O)C1=CN=C2N1N=C(C=C2)C(C)=O (1-(3-(1-(7-Fluoroquinolin-6-yl)-1-hydroxyethyl)imidazo[1,2-b]pyridazin-6-yl)ethanone). Isolated yield 45.4%. Reaction SMILES: Cl[C:2]1[CH:3]=[CH:4][C:5]2[N:6]([C:8]([C:11]([C:14]3[CH:15]=[C:16]4[C:21](=[CH:22][C:23]=3[F:24])[N:20]=[CH:19][CH:18]=[CH:17]4)([OH:13])[CH3:12])=[CH:9][N:10]=2)[N:7]=1.C([Sn](CCCC)(CCCC)[C:30]([O:32]CC)=[CH2:31])CCC.Cl.O>CN(C=O)C.[Pd].C1(P(C2C=CC=CC=2)C2C=CC=CC=2)C=CC=CC=1.C1(P(C2C=CC=CC=2)C2C=CC=CC=2)C=CC=CC=1.C1(P(C2C=CC=CC=2)C2C=CC=CC=2)C=CC=CC=1.C1(P(C2C=CC=CC=2)C2C=CC=CC=2)C=CC=CC=1>[F:24][C:23]1[CH:22]=[C:21]2[C:16]([CH:17]=[CH:18][CH:19]=[N:20]2)=[CH:15][C:14]=1[C:11]([C:8]1[N:6]2[N:7]=[C:2]([C:30](=[O:32])[CH3:31])[CH:3]=[CH:4][C:5]2=[N:10][CH:9]=1)([OH:13])[CH3:12] |f:5.6.7.8.9|. Procedure: In a flask was charged with tetrakis-(triphenylphosphine)-palladium (51 mg, 0.044 mmol) under nitrogen. A solution of 1-(6-chloroimidazo[1,2-b]pyridazin-3-yl)-1-(7-fluoroquinolin-6-yl)ethanol (150 mg, 0.44 mmol) in DMF (10 mL) was added. The system was purged with nitrogen gas three times and tributyl-(1-ethoxy-vinyl)-stannane (0.16 ml, 0.46 mmol) was added. The temperature was increased to 100° C. and stirred overnight. The reaction mixture was cooled to room temperature, 3N HCl was added and t...